This data is from the Open Reaction Database (ORD), a public repository of structured organic reaction records. The task is: describe an organic reaction: reactants, conditions, products, and yield Starting materials: CCN=C=NCCCN(C)C (WSC), N1(CCNCC1)N1C(NCCC1)=O (1-(Piperazin-1-yl)tetrahydropyrimidin-2(1H)-one), ClC=1C=C2C=CC(=CC2=CC1)S(=O)(=O)C[C@H](C(=O)O)O ((2S)-3-[(6-chloronaphthalen-2-yl)sulfony]-2-hydroxypropionic acid), C=1C=CC2=C(C1)N=NN2O (HOBt). Solvent: CN(C)C=O (DMF). Reaction conditions: time 15 hour. Yields the product ClC=1C=C2C=CC(=CC2=CC1)S(=O)(=O)C[C@H](C(=O)N1CCN(CC1)N1C(NCCC1)=O)O (1-(4-{(2S)-3-[(6-Chloronaphthalen-2-yl)sulfonyl]-2-hydroxypropanoyl}piperazin-1-yl)tetrahydropyrimidin-2(1H)-one). The yield is 61.0%. Reaction SMILES: [N:1]1([N:7]2[CH2:12][CH2:11][CH2:10][NH:9][C:8]2=[O:13])[CH2:6][CH2:5][NH:4][CH2:3][CH2:2]1.[Cl:14][C:15]1[CH:16]=[C:17]2[C:22](=[CH:23][CH:24]=1)[CH:21]=[C:20]([S:25]([CH2:28][C@@H:29]([OH:33])[C:30](O)=[O:31])(=[O:27])=[O:26])[CH:19]=[CH:18]2.C1C=CC2N(O)N=NC=2C=1.CCN=C=NCCCN(C)C>CN(C=O)C>[Cl:14][C:15]1[CH:16]=[C:17]2[C:22](=[CH:23][CH:24]=1)[CH:21]=[C:20]([S:25]([CH2:28][C@@H:29]([OH:33])[C:30]([N:4]1[CH2:3][CH2:2][N:1]([N:7]3[CH2:12][CH2:11][CH2:10][NH:9][C:8]3=[O:13])[CH2:6][CH2:5]1)=[O:31])(=[O:26])=[O:27])[CH:19]=[CH:18]2. Procedure details: 1-(Piperazin-1-yl)tetrahydropyrimidin-2(1H)-one obtained in Example 25b) (0.55 g), (2S)-3-[(6-chloronaphthalen-2-yl)sulfony]-2-hydroxypropionic acid (0.94 g) and HOBt (0.46 g) were dissolved in DMF (20 mL), WSC was added thereto, and the mixture was stirred at room temperature for 15 hours. The reaction mixture was concentrated under reduced pressure, and the residue was washed with an aqueous sodium bicarbonate solution, and extracted with dichloromethane. The extract was dried over sodium sulf... As a reaction SMILES: [CH3:16][NH2:17].[Cl:1][C:2](=[O:3])[N:4]1[CH2:5][CH:6]([O:8][c:9]2[cH:10][c:11]([Cl:15])[cH:12][cH:13][cH:14]2)[CH2:7]1.[O:18]1[CH2:19][CH2:20][CH2:21][CH2:22]1.[OH2:23]>>[C:2](=[O:3])([N:4]1[CH2:5][CH:6]([O:8][c:9]2[cH:10][c:11]([Cl:15])[cH:12][cH:13][cH:14]2)[CH2:7]1)[NH:17][CH3:16]. The reactants are CN, O=C(Cl)N1CC(Oc2cccc(Cl)c2)C1, C1CCOC1, O. The product is CNC(=O)N1CC(Oc2cccc(Cl)c2)C1. Reaction SMILES: C(OC([N:11]([CH2:19][CH2:20][CH2:21][N:22]1[C:27]2[CH:28]=[CH:29][C:30]([C:32]([C:40]3[CH:45]=[CH:44][CH:43]=[CH:42][CH:41]=3)([CH3:39])[CH2:33][C:34]([O:36][CH2:37][CH3:38])=[O:35])=[CH:31][C:26]=2[O:25][CH2:24][C:23]1=[O:46])[C:12]1[CH:17]=[CH:16][CH:15]=[CH:14][N+:13]=1[O-])=O)C1C=CC=CC=1>O1CCCC1.[Ti](Cl)(Cl)(Cl)Cl>[N:13]1[CH:14]=[CH:15][CH:16]=[CH:17][C:12]=1[NH:11][CH2:19][CH2:20][CH2:21][N:22]1[C:27]2[CH:28]=[CH:29][C:30]([C:32]([C:40]3[CH:41]=[CH:42][CH:43]=[CH:44][CH:45]=3)([CH3:39])[CH2:33][C:34]([O:36][CH2:37][CH3:38])=[O:35])=[CH:31][C:26]=2[O:25][CH2:24][C:23]1=[O:46]. Solvent: O1CCCC1 (tetrahydrofuran). Starting materials: stannous chloride dihydrate, C(C1=CC=CC=C1)OC(=O)N(C1=[N+](C=CC=C1)[O-])CCCN1C(COC2=C1C=CC(=C2)C(CC(=O)OCC)(C)C2=CC=CC=C2)=O (ethyl 3-[(4-{3-[N-benzyloxycarbonyl-N-(1-oxido-2-pyridinyl)amino]propyl}-3-oxo-3,4-dihydro-2H-1,4-benzoxazin-7-yl)]-3-phenylbutanoate). Product: N1=C(C=CC=C1)NCCCN1C(COC2=C1C=CC(=C2)C(CC(=O)OCC)(C)C2=CC=CC=C2)=O (Ethyl 3-[(4-{3-[(2-pyridinyl)amino]propyl}-3-oxo-3,4-dihydro-2H-1,4-benzoxazin-7-yl)]-3-phenylbutanoate). Run at time 1 hour. The reagents and catalysts are [Ti](Cl)(Cl)(Cl)Cl (titanium (IV) chloride). Procedure details: To a solution of titanium (IV) chloride in tetrahydrofuran under nitrogen atmosphere, is added an equimolar amount of stannous chloride dihydrate, and the mixture is stirred 1 hour at room temperature. Then, a solution of ethyl 3-[(4-{3-[N-benzyloxycarbonyl-N-(1-oxido-2-pyridinyl)amino]propyl}-3-oxo-3,4-dihydro-2H-1,4-benzoxazin-7-yl)]-3-phenylbutanoate is added and the mixture heated 3 hours at 40° C. After evaporation of the solvent, ice and aqueous sodium bicarbonate are added, the mixture ex...